Dataset: the Open Reaction Database (ORD), a public repository of structured organic reaction records. Task: describe an organic reaction: reactants, conditions, products, and yield Yield: 30.0%. As a reaction SMILES: C(OC([NH:8][CH2:9][CH:10]1[CH2:15][CH2:14][N:13]([C:16]2[N:20]([CH3:21])[N:19]=[CH:18][C:17]=2[NH:22][C:23]([C:25]2[N:26]=[C:27](Br)[S:28][C:29]=2[NH:30]C(=O)OC(C)(C)C)=[O:24])[CH2:12][CH2:11]1)=O)CCC.[C:39]1(B2OC(C)(C)C(C)(C)O2)[CH2:45][CH2:44][CH2:43][CH2:42][CH2:41][CH:40]=1>>[NH2:30][C:29]1[S:28][C:27]([CH:39]2[CH2:45][CH2:44][CH2:43][CH2:42][CH2:41][CH2:40]2)=[N:26][C:25]=1[C:23]([NH:22][C:17]1[CH:18]=[N:19][N:20]([CH3:21])[C:16]=1[N:13]1[CH2:12][CH2:11][CH:10]([CH2:9][NH2:8])[CH2:15][CH2:14]1)=[O:24]. The product is NC1=C(N=C(S1)C1CCCCCC1)C(=O)NC=1C=NN(C1N1CCC(CC1)CN)C (5-amino-N-(5-(4-(aminomethyl)piperidin-1-yl)-1-methyl-1H-pyrazol-4-yl)-2-cycloheptylthiazole-4-carboxamide). Starting materials: C(CCC)OC(=O)NCC1CCN(CC1)C1=C(C=NN1C)NC(=O)C=1N=C(SC1NC(OC(C)(C)C)=O)Br (tert-butyl 4-(5-(4-(butyloxycarbonylaminomethyl)piperidin-1-yl)-1-methyl-1H-pyrazol-4-ylcarbamoyl)-2-bromothiazol-5-ylcarbamate), C1(=CCCCCC1)B1OC(C)(C)C(C)(C)O1 (1-cycloheptenylboronic acid pinacol ester). Reported procedure: Following the procedure for Example 281 starting with tert-butyl 4-(5-(4-(butyloxycarbonylaminomethyl)piperidin-1-yl)-1-methyl-1H-pyrazol-4-ylcarbamoyl)-2-bromothiazol-5-ylcarbamate and 1-cycloheptenylboronic acid pinacol ester gave 299 as an off-white solid (24 mg, 30% over three steps). 1H NMR (400 MHz, d4-MeOD) δ 7.46 (s, 1H), 3.72 (s, 3H), 3.21-3.08 (m, 4H), 3.07-2.96 (m, 1H), 2.66 (d, J=6.7 Hz, 2H), 2.18-2.09 (m, 2H), 1.85-1.46 (m, 13H), 1.44-1.30 (m, 2H). LCMS (ES+) m/z 432 (M+1) The reactants are CCc1nc2cc3c(cc2[n+]([O-])n1)CC(N(C)C)C3, ClCCl, ClC(Cl)Cl, O=C(O)C(F)(F)F, N, OO. The product is CCc1n[n+]([O-])c2cc3c(cc2[n+]1[O-])CC(N(C)C)C3. As a reaction SMILES: [CH3:3][N:4]([CH:5]1[CH2:6][c:7]2[cH:8][c:9]3[c:10]([n:11][c:12]([CH2:16][CH3:17])[n:13][n+:14]3[O-:15])[cH:18][c:19]2[CH2:20]1)[CH3:21].[Cl:30][CH2:31][Cl:32].[Cl:33][CH:34]([Cl:35])[Cl:36].[F:22][C:23]([F:24])([F:26])[C:27](=[O:25])[OH:28].[NH3:29].[OH:1][OH:2]>>[CH3:3][N:4]([CH:5]1[CH2:6][c:7]2[cH:8][c:9]3[c:10]([n+:11]([O-:25])[c:12]([CH2:16][CH3:17])[n:13][n+:14]3[O-:15])[cH:18][c:19]2[CH2:20]1)[CH3:21]. Reactants: ClC=1C=C(CN2C(C=3C(=C(N=C(C3CC2)C(=O)N(C)C)O)O)=O)C=CC1F (6-(3-chloro-4-fluorobenzyl)-3,4-dihydroxy-N,N-dimethyl-5-oxo-5,6,7,8-tetrahydro-2,6-naphthyridine-1-carboxamide), C[O-].[Mg+2].C[O-] (magnesium methoxide), BrCCCl (1-bromo-2-chloroethane). Solvent: CO (methanol), CS(=O)C (DMSO), CS(=O)C (DMSO), C(C)(=O)OCC (ethyl acetate), Cl (hydrochloric acid). Reaction conditions: temperature 60 celsius, time 8 hour. Product: ClC=1C=C(CN2C(C3=C(C(N4C(=C3CC2)C(OCC4)=O)=O)O)=O)C=CC1F (9-(3-Chloro-4-fluorobenzyl)-7-hydroxy-3,4,10,11-tetrahydro[1,4]oxazino[3,4-a]-2,6-naphthyridine-1,6,8(9H)-trione). Reaction SMILES: [Cl:1][C:2]1[CH:3]=[C:4]([CH:24]=[CH:25][C:26]=1[F:27])[CH2:5][N:6]1[CH2:15][CH2:14][C:13]2[C:12]([C:16](N(C)C)=[O:17])=[N:11][C:10]([OH:21])=[C:9]([OH:22])[C:8]=2[C:7]1=[O:23].C[O-:29].[Mg+2].C[O-].Br[CH2:34][CH2:35]Cl>CO.CS(C)=O.C(OCC)(=O)C.Cl>[Cl:1][C:2]1[CH:3]=[C:4]([CH:24]=[CH:25][C:26]=1[F:27])[CH2:5][N:6]1[CH2:15][CH2:14][C:13]2[C:8](=[C:9]([OH:22])[C:10](=[O:21])[N:11]3[CH2:35][CH2:34][O:29][C:16](=[O:17])[C:12]3=2)[C:7]1=[O:23] |f:1.2.3|. Procedure details: A mixture of 6-(3-chloro-4-fluorobenzyl)-3,4-dihydroxy-N,N-dimethyl-5-oxo-5,6,7,8-tetrahydro-2,6-naphthyridine-1-carboxamide (0.15 g, 0.39 μmmol; Example 1, Step 9) and magnesium methoxide in methanol (2 mL, 6-10% methanol solution available from Aldrich) in DMSO (4 mL) was heated at 60° C. for 30 minutes. Methanol was exhaustively removed under vacuum over 45 minutes. The resultant DMSO solution was treated with 1-bromo-2-chloroethane (0.28 g, 1.97 mmol) and stirred at 60° C. under an atmospher... Starting materials: [N+](=O)([O-])C1NC=CN1C1=CC(=NC=C1)C (2-nitro-3-(2-methyl-4-pyridinyl)-1H-imidazole). The solvent is CO.N (methanol NH3), CO (methanol). Yields the product NC1NC=CN1C1=CC(=NC=C1)C (2-amino-3-(2-methyl-4-pyridinyl)-1H-imidazole). Yield: 58.5%. As a reaction SMILES: [N+:1]([CH:4]1[N:8]([C:9]2[CH:14]=[CH:13][N:12]=[C:11]([CH3:15])[CH:10]=2)[CH:7]=[CH:6][NH:5]1)([O-])=O>CO.N.CO>[NH2:1][CH:4]1[N:8]([C:9]2[CH:14]=[CH:13][N:12]=[C:11]([CH3:15])[CH:10]=2)[CH:7]=[CH:6][NH:5]1 |f:1.2|. Procedure details: A stirred solution of 2-nitro-3-(2-methyl-4-pyridinyl)-1H-imidazole (3.40 g, 16.6 mmol) in 7N methanol/NH3 (70 ml) and methanol (70 ml) was hydrogenated at room temperature on Raney Nickel (2.9 g) for 2 h. The catalyst was removed by filtration and the solution evaporated. The crude product was purified by column chromatography on silica gel (dichloromethane/methanol/NH4OH 40:10:1) to yield 2-amino-3-(2-methyl-4-pyridinyl)-1H-imidazole (1.71 g, 59%) as a green solid. MS (ISP) 175.1 [(M+H)+]; mp ...